Dataset: the Open Reaction Database (ORD), a public repository of structured organic reaction records. Task: describe an organic reaction: reactants, conditions, products, and yield Starting materials: C1NCCN2C1C1=C(CC3=C2C=CC=C3)C=CC=C1 (1,2,3,4,10,14b-hexahydrodibenzo[c,f]pyrazino[1,2-a]azepine), C(C=C)(=O)OCC (ethyl acrylate). Solvent: C(C)O (ethanol). Product: C1N(CCN2C1C1=C(CC3=C2C=CC=C3)C=CC=C1)CCC(=O)OCC (Ethyl 3-(1,2,3,4,10,14b-Hexahydrodibenzo[c,f]pyrazino[1,2-a]azepin-2-yl)propionate). Yield: 88.0%. RXN SMILES: [CH2:1]1[CH:6]2[C:7]3[CH:19]=[CH:18][CH:17]=[CH:16][C:8]=3[CH2:9][C:10]3[CH:15]=[CH:14][CH:13]=[CH:12][C:11]=3[N:5]2[CH2:4][CH2:3][NH:2]1.[C:20]([O:24][CH2:25][CH3:26])(=[O:23])[CH:21]=[CH2:22]>C(O)C>[CH2:1]1[CH:6]2[C:7]3[CH:19]=[CH:18][CH:17]=[CH:16][C:8]=3[CH2:9][C:10]3[CH:15]=[CH:14][CH:13]=[CH:12][C:11]=3[N:5]2[CH2:4][CH2:3][N:2]1[CH2:22][CH2:21][C:20]([O:24][CH2:25][CH3:26])=[O:23]. Procedure details: A mixture of 2.50 g of 1,2,3,4,10,14b-hexahydrodibenzo[c,f]pyrazino[1,2-a]azepine and 1.20 g of ethyl acrylate in 13 ml of ethanol was refluxed for 3 hrs. The reaction mixture was concentrated and the residue was chromatographed on silica gel using a mixture of n-hexane and ethyl acetate (1:1) as an eluent to give 3.08 g of colorless crystals, which were recrystallized from isopropyl ether to give colorless needles, mp 159°-160° C. The reactants are C[O-].[Na+] (sodium methoxide), ClC1=CC=C(OCC#N)C=C1 (4-chlorophenoxyacetonitrile), Cl.Cl.NC1=C(C=CC=C1N)O (2,3-diaminophenol dihydrochloride salt). Run in CO (methanol). Yields the product OC1=CC=CC=2N=C(NC21)COC2=CC=C(C=C2)Cl (4-hydroxy-2-[(4-chlorophenoxy)methyl]benzimidazole). RXN SMILES: [Cl:1][C:2]1[CH:11]=[CH:10][C:5]([O:6][CH2:7][C:8]#[N:9])=[CH:4][CH:3]=1.C[O-].[Na+].Cl.Cl.[NH2:17][C:18]1[C:23](N)=[CH:22][CH:21]=[CH:20][C:19]=1[OH:25]>CO>[OH:25][C:19]1[C:18]2[NH:17][C:8]([CH2:7][O:6][C:5]3[CH:10]=[CH:11][C:2]([Cl:1])=[CH:3][CH:4]=3)=[N:9][C:23]=2[CH:22]=[CH:21][CH:20]=1 |f:1.2,3.4.5|. Reported procedure: In a 50 ml single neck round bottom flask, under a nitrogen atmosphere, 4-chlorophenoxyacetonitrile (0.46 g, 2.79 mmol) was admixed in methanol (11 ml). The contents were stirred to achieve dissolution. To this solution were added sodium methoxide (0.164 g, 3.0 mmol). The resulting mixture was stirred for about 40 minutes. To this mixture was added 2,3-diaminophenol dihydrochloride salt (0.5 g, 2.5 mmol) and the resulting mixture was stirred for two hours at room temperature. The reaction mixtur... Starting materials: C1(CC1)N(S(=O)(=O)C1=C(C=CC=C1)C(F)(F)F)C1CCNCC1 (N-cyclopropyl-N-(piperidin-4-yl)-2-trifluoromethylbenzenesulfonamide), FC1=CC=C(C=C1)C(CCC(=O)O)C1=CC=C(C=C1)F (4,4-bis(4-fluorophenyl)butanoic acid). The product is C1(CC1)N(S(=O)(=O)C1=C(C=CC=C1)C(F)(F)F)C1CCN(CC1)C(CCC(C1=CC=C(C=C1)F)C1=CC=C(C=C1)F)=O (N-Cyclopropyl-N-{1-[4,4-bis(4-fluorophenyl)butanoyl]piperidin-4-yl}-2-trifluoromethylbenzenesulfonamide). RXN SMILES: [CH:1]1([N:4]([CH:18]2[CH2:23][CH2:22][NH:21][CH2:20][CH2:19]2)[S:5]([C:8]2[CH:13]=[CH:12][CH:11]=[CH:10][C:9]=2[C:14]([F:17])([F:16])[F:15])(=[O:7])=[O:6])[CH2:3][CH2:2]1.[F:24][C:25]1[CH:30]=[CH:29][C:28]([CH:31]([C:37]2[CH:42]=[CH:41][C:40]([F:43])=[CH:39][CH:38]=2)[CH2:32][CH2:33][C:34](O)=[O:35])=[CH:27][CH:26]=1>>[CH:1]1([N:4]([CH:18]2[CH2:23][CH2:22][N:21]([C:34](=[O:35])[CH2:33][CH2:32][CH:31]([C:37]3[CH:42]=[CH:41][C:40]([F:43])=[CH:39][CH:38]=3)[C:28]3[CH:29]=[CH:30][C:25]([F:24])=[CH:26][CH:27]=3)[CH2:20][CH2:19]2)[S:5]([C:8]2[CH:13]=[CH:12][CH:11]=[CH:10][C:9]=2[C:14]([F:17])([F:15])[F:16])(=[O:6])=[O:7])[CH2:3][CH2:2]1. Procedure: N-Cyclopropyl-N-{1-[4,4-bis(4-fluorophenyl)butanoyl]piperidin-4-yl}-2-trifluoromethylbenzenesulfonamide was prepared from N-cyclopropyl-N-(piperidin-4-yl)-2-trifluoromethylbenzenesulfonamide and 4,4-bis(4-fluorophenyl)butanoic acid which can be prepared according to Sindelar et al. (Collection of Czechoslovak Chemical Communications 38(12): 3879-3901 (1973)). LC: 100%. MS: m/z=607 (M+H+). 1H NMR (CDCl3): δ 8.29 (1H, d), 7.88 (1H, d), 7.72 (2H, m), 7.18 (4H, dd), 6.98 (4H, dd), 4.76 (1H, d), 4.25... Reactants: [H-].[Al+3].[Li+].[H-].[H-].[H-] (lithium aluminum hydride), C(C1=CC=CC=C1)N1CCC2(CNC(CO2)=O)CC1 (9-benzyl-1-oxa-4,9-diazaspiro[5.5]undecan-3-one). The solvent is O1CCCC1 (tetrahydrofuran). Reaction conditions: time 3 minute. The product is C(C1=CC=CC=C1)N1CCC2(CNCCO2)CC1 (9-benzyl-1-oxa-4,9-diazaspiro[5.5]undecane). The yield is 82.7%. RXN SMILES: [H-].[Al+3].[Li+].[H-].[H-].[H-].[CH2:7]([N:14]1[CH2:25][CH2:24][C:17]2([O:22][CH2:21][C:20](=O)[NH:19][CH2:18]2)[CH2:16][CH2:15]1)[C:8]1[CH:13]=[CH:12][CH:11]=[CH:10][CH:9]=1>O1CCCC1>[CH2:7]([N:14]1[CH2:15][CH2:16][C:17]2([O:22][CH2:21][CH2:20][NH:19][CH2:18]2)[CH2:24][CH2:25]1)[C:8]1[CH:9]=[CH:10][CH:11]=[CH:12][CH:13]=1 |f:0.1.2.3.4.5|. Procedure details: To a stirring mixture of lithium aluminum hydride (2.22 g, 58.5 mmol) in tetrahydrofuran (70 mL) was added compound 399 (3.60 g, 13.8 mmol), portionwise over three minutes. After 1.25 hours of reflux the reaction was cooled to room temperature and quenched with water (2.22 mL), then 1N NaOH (2.22 mL), then water (2×2.22 mL). The remaining solids were filtered off, and the filtrate was concentrated to give compound 402 (2.81 g, 82%). LCMS-ESI (POS), M/Z, M+1: Found 247.1, Calculated 247.2. Starting materials: NC1=C(C=C(C2=CC=C(C=C12)OC)S(=O)(=O)O)O (1-amino-2-hydroxy-7-methoxynaphthalene-4-sulfonic acid), [N+](=O)(O)[O-] (nitric acid), [Cl-].[NH4+] (ammonium chloride). Solvent: O (water), O (water). Reaction conditions: temperature 10 celsius, time 1 hour. Product: COC1=CC=C2C(=CC(C(C2=C1)=O)=O)S(=O)(=O)[O-].[NH4+] (ammonium 7-methoxy-1,2-naphthoquinone-4-sulfonate). Isolated yield 91.3%. As a reaction SMILES: [N+:1]([O-])(O)=[O:2].N[C:6]1[C:15]2[C:10](=[CH:11][CH:12]=[C:13]([O:16][CH3:17])[CH:14]=2)[C:9]([S:18]([OH:21])(=[O:20])=[O:19])=[CH:8][C:7]=1[OH:22].[Cl-].[NH4+]>O>[CH3:17][O:16][C:13]1[CH:14]=[C:15]2[C:10]([C:9]([S:18]([O-:21])(=[O:20])=[O:19])=[CH:8][C:7](=[O:22])[C:6]2=[O:2])=[CH:11][CH:12]=1.[NH4+:1] |f:2.3,5.6|. Procedure: 29.6 ml (0.556 mol) of 70.4%-strength nitric acid were diluted with 82 ml of water. 80.0 g (0.298 mol) of crude 1-amino-2-hydroxy-7-methoxynaphthalene-4-sulfonic acid were added while stirring to this solution of the oxidizing agent at not more than 30° C. in the course of one hour. Stirring was continued for 1 hour, followed by cooling to 10° C., and a solution of 17.6 g of ammonium chloride in 46 ml of water was added. The suspension was cooled to 0° C. for two hours and the product filtered o... Starting materials: COC1=CC(=C(C(=C1)C)S(=O)(=O)N1[C@@H](CCCC1)COCC(=O)O)C ((S)-2-((1-(4-methoxy-2,6-dimethylphenylsulfonyl)piperidin-2-yl)methoxy)acetic acid), N1(N=CN=C1)CCOC1(CCN(CC1)C(=O)OC(C)(C)C)C=1C=NC=CC1 (tert-butyl 4-(2-(1H-1,2,4-triazol-1-yl)ethoxy)-4-(pyridin-3-yl)piperidine-1-carboxylate). Product: COC1=CC(=C(C(=C1)C)S(=O)(=O)N1[C@@H](CCCC1)COCC(=O)N1CCC(CC1)(OCCN1N=CN=C1)C=1C=NC=CC1)C (2-[[(2S)-1-[(4-Methoxy-2,6-dimethyl-phenyl)sulfonyl]-piperidin-2-yl]-methoxy]-1-[4-pyridin-3-yl-4-[2-(1H-[1,2,4]triazol-1-yl)-ethoxy]-piperidin-1-yl]-ethanone). Yield: 24.0%. RXN SMILES: [CH3:1][O:2][C:3]1[CH:8]=[C:7]([CH3:9])[C:6]([S:10]([N:13]2[CH2:18][CH2:17][CH2:16][CH2:15][C@H:14]2[CH2:19][O:20][CH2:21][C:22]([OH:24])=O)(=[O:12])=[O:11])=[C:5]([CH3:25])[CH:4]=1.[N:26]1([CH2:31][CH2:32][O:33][C:34]2([C:47]3[CH:48]=[N:49][CH:50]=[CH:51][CH:52]=3)[CH2:39][CH2:38][N:37](C(OC(C)(C)C)=O)[CH2:36][CH2:35]2)[CH:30]=[N:29][CH:28]=[N:27]1>>[CH3:1][O:2][C:3]1[CH:4]=[C:5]([CH3:25])[C:6]([S:10]([N:13]2[CH2:18][CH2:17][CH2:16][CH2:15][C@H:14]2[CH2:19][O:20][CH2:21][C:22]([N:37]2[CH2:38][CH2:39][C:34]([C:47]3[CH:48]=[N:49][CH:50]=[CH:51][CH:52]=3)([O:33][CH2:32][CH2:31][N:26]3[CH:30]=[N:29][CH:28]=[N:27]3)[CH2:35][CH2:36]2)=[O:24])(=[O:12])=[O:11])=[C:7]([CH3:9])[CH:8]=1. Reported procedure: The desired target compound was synthesized under reaction conditions analogously to the process described for Example 61 (see below) from (S)-2-((1-(4-methoxy-2,6-dimethylphenylsulfonyl)piperidin-2-yl)methoxy)acetic acid [acid D] and tert-butyl 4-(2-(1H-1,2,4-triazol-1-yl)ethoxy)-4-(pyridin-3-yl)piperidine-1-carboxylate [amine G]. Yield: 24%. MS, Rt=3.3 min, m/z=627.4 [MH]+ Starting materials: C(C)(=O)OC(C)=O (acetic anhydride), C(C)OC1=C(NC=C2C(=NN(C2=O)C2=CC=C(C=C2)S(=O)(=O)N)C)C=CC=C1 (4-(4-(2-ethoxyanilinomethylene)-4,5-dihydro-3-methyl-5-oxo-1H-pyrazol-1-yl)benzenesulfonamide), CN(C)C1=NC=CC=C1 (dimethylaminopyridine). Solvent: N1=CC=CC=C1 (pyridine). Reaction conditions: time 10 hour. Product: NC1=CC=C(C=C1)N1N=C(CC1=O)C (2-(4-aminophenyl)-5-methyl-2,4-dihydro-3-pyrazolone). RXN SMILES: C(OC(=O)C)(=O)C.C(OC1C=CC=CC=1NC=[C:15]1[C:19](=[O:20])[N:18]([C:21]2[CH:26]=[CH:25][C:24](S(N)(=O)=O)=[CH:23][CH:22]=2)[N:17]=[C:16]1[CH3:31])C.C[N:37](C1C=CC=CN=1)C>N1C=CC=CC=1>[NH2:37][C:24]1[CH:25]=[CH:26][C:21]([N:18]2[C:19](=[O:20])[CH2:15][C:16]([CH3:31])=[N:17]2)=[CH:22][CH:23]=1. Procedure: 0.17 ml of acetic anhydride is added dropwise to a solution of 1.0 g of 4-(4-(2-ethoxyanilinomethylene)-4,5-dihydro-3-methyl-5-oxo-1H-pyrazol-1-yl)benzenesulfonamide and 0.9 g of dimethylaminopyridine in 30 ml of pyridine while cooling in ice, and the mixture is then stirred for 10 hours. The residue obtained after concentration in vacuo is mixed with dilute hydrochloric acid, and the crystals which have separated out are filtered off with suction and triturated with ethanol.